Dataset: the Open Reaction Database (ORD), a public repository of structured organic reaction records. Task: describe an organic reaction: reactants, conditions, products, and yield Reactants: FC1=CC=C(C=C1)SC=1C=C2C(=CC1)N(CC21CCNCC1)C(=O)OCC1=CC=CC=C1 (benzyl 5-(4-fluorophenylthio)spiro[indoline-3,4′-piperidine]-1-carboxylate), C(C)(C)N(C(C)C)CC (N,N-diisopropylethylamine), ClC=1C=C(C(=O)O)C=CN1 (2-chloroisonicotinic acid), C(C(=O)Cl)(=O)Cl (Oxalyl chloride). The solvent is ClCCl (dichloromethane), ClCCl (dichloromethane), ClCCl (dichloromethane), CN(C=O)C (N,N-dimethylformamide). Run at time 1 hour. Yields the product FC1=CC=C(C=C1)SC1=CC=C(N)C=C1 (4-(4-fluorophenyl)sulfanylaniline). Isolated yield 82.8%. Reaction SMILES: C(Cl)(=O)C(Cl)=O.ClC1C=C(C=CN=1)C(O)=O.[F:17][C:18]1[CH:23]=[CH:22][C:21]([S:24][C:25]2[CH:26]=[C:27]3C4(CCNCC4)C[N:31](C(OCC4C=CC=CC=4)=O)[C:28]3=[CH:29][CH:30]=2)=[CH:20][CH:19]=1.C(N(CC)C(C)C)(C)C>ClCCl.CN(C)C=O>[F:17][C:18]1[CH:23]=[CH:22][C:21]([S:24][C:25]2[CH:26]=[CH:27][C:28]([NH2:31])=[CH:29][CH:30]=2)=[CH:20][CH:19]=1. Reported procedure: Oxalyl chloride (1.68 mL, 19.59 mmol) and a catalytic amount of N,N-dimethylformamide are added to a pre-cooled (0° C.) suspension of 2-chloroisonicotinic acid (1.032 g, 6.55 mmol) in dichloromethane (350 mL). After the gas evolution ceases, the mixture is allowed to reach room temperature and is stirred for 1 h. The volatiles are then removed under reduced pressure. The residue obtained is dissolved in dichloromethane (150 mL) and the resulting solution is added to a pre-cooled (0° C.) solution... Starting materials: CC(C)(CNC(=O)c1ccc(C(F)(F)F)cc1)c1ccccc1, Cc1ccccc1, [Na+], [OH-], O=P(Cl)(Cl)Cl. The product is CC1(C)CN=C(c2ccc(C(F)(F)F)cc2)c2ccccc21. RXN SMILES: [CH3:1][C:2]([CH2:3][NH:4][C:5]([c:6]1[cH:7][cH:8][c:9]([C:12]([F:13])([F:14])[F:15])[cH:10][cH:11]1)=[O:16])([CH3:17])[c:18]1[cH:19][cH:20][cH:21][cH:22][cH:23]1.[CH3:31][c:32]1[cH:33][cH:34][cH:35][cH:36][cH:37]1.[Na+:30].[OH-:29].[P:24]([Cl:25])([Cl:26])([Cl:27])=[O:28]>>[CH3:1][C:2]1([CH3:17])[CH2:3][N:4]=[C:5]([c:6]2[cH:7][cH:8][c:9]([C:12]([F:13])([F:14])[F:15])[cH:10][cH:11]2)[c:23]2[c:18]1[cH:19][cH:20][cH:21][cH:22]2. The reactants are [Na].C(C)S (ethyl mercaptan sodium salt), CNC1=NC=C(C=C1NC(=O)C=1C=NC=CC1Cl)C(F)(F)F (4-chloropyridine-3-carboxylic acid (2-methylamino-5-trifluoromethylpyridin-3-yl)-amide), CN(C)C=O (DMF). Run in O (Water). Reaction conditions: time 3 hour. The product is CNC1=NC=C(C=C1NC(=O)C=1C=NC=CC1SCC)C(F)(F)F (4-ethylsulfanylpyridine-3-carboxylic acid (2-methylamino-5-trifluoromethylpyridin-3-yl)-amide). Isolated yield 78.5%. RXN SMILES: [Na].[CH2:2]([SH:4])[CH3:3].[CH3:5][NH:6][C:7]1[C:12]([NH:13][C:14]([C:16]2[CH:17]=[N:18][CH:19]=[CH:20][C:21]=2Cl)=[O:15])=[CH:11][C:10]([C:23]([F:26])([F:25])[F:24])=[CH:9][N:8]=1.CN(C=O)C>O>[CH3:5][NH:6][C:7]1[C:12]([NH:13][C:14]([C:16]2[CH:17]=[N:18][CH:19]=[CH:20][C:21]=2[S:4][CH2:2][CH3:3])=[O:15])=[CH:11][C:10]([C:23]([F:26])([F:25])[F:24])=[CH:9][N:8]=1 |f:0.1,^1:0|. Procedure: 289 mg of ethyl mercaptan sodium salt (80%) was added to a mixture of 828 mg of 4-chloropyridine-3-carboxylic acid (2-methylamino-5-trifluoromethylpyridin-3-yl)-amide and 4 ml of DMF was added under ice cooling, then the mixture was heated to room temperature, and stirred for 3 hours. Water was poured to the reaction mixture, and the precipitated solid was filtered. The resulting solid was washed with water and n-hexane and then dried to obtain 700 mg of 4-ethylsulfanylpyridine-3-carboxylic acid... The reactants are ClC1=CC=C(C(=N1)N[C@@H]1CCC2=CC=C(C=C12)F)[N+](=O)[O-] (6-chloro-N-[(1R)-6-fluoro-2,3-dihydro-1H-inden-1-yl]-3-nitropyridin-2-amine), CC1=CC(=NN1)N (5-methyl-1H-pyrazol-3-amine), C(C)(C)N(CC)C(C)C (diisopropylethylamine), N#N (N2). The solvent is CS(=O)C (dimethylsulfoxide), CO (MeOH), O (water). Reaction conditions: temperature 70 celsius, time 20 hour. Product: FC1=CC=C2CC[C@H](C2=C1)NC1=NC(=CC=C1[N+](=O)[O-])NC1=NNC(=C1)C (N2-[(1R)-6-fluoro-2,3-dihydro-1H-inden-1-yl]-N6-(5-methyl-1H-pyrazol-3-yl)-3-nitropyridine-2,6-diamine). Isolated yield 90.1%. RXN SMILES: N#N.Cl[C:4]1[N:9]=[C:8]([NH:10][C@H:11]2[C:19]3[C:14](=[CH:15][CH:16]=[C:17]([F:20])[CH:18]=3)[CH2:13][CH2:12]2)[C:7]([N+:21]([O-:23])=[O:22])=[CH:6][CH:5]=1.[CH3:24][C:25]1[NH:29][N:28]=[C:27]([NH2:30])[CH:26]=1.C(N(C(C)C)CC)(C)C>CO.O.CS(C)=O>[F:20][C:17]1[CH:18]=[C:19]2[C:14]([CH2:13][CH2:12][C@H:11]2[NH:10][C:8]2[C:7]([N+:21]([O-:23])=[O:22])=[CH:6][CH:5]=[C:4]([NH:30][C:27]3[CH:26]=[C:25]([CH3:24])[NH:29][N:28]=3)[N:9]=2)=[CH:15][CH:16]=1. Reported procedure: Equip a 3 neck flask (22 L) with a thermocouple, condenser, overhead stirrer, N2 inlet, and heating mantle. To the flask, charge 6-chloro-N-[(1R)-6-fluoro-2,3-dihydro-1H-inden-1-yl]-3-nitropyridin-2-amine (600 g, 1.95 mol), 5-methyl-1H-pyrazol-3-amine (208.31 g, 2.14 mol), dimethylsulfoxide (6.0 L), and diisopropylethylamine (680.11 mL, 3.90 moles). Stir the solution at 70° C. for 20 hours. Cool the mixture to ambient temperature and dilute it with MeOH (6.0 L). Add de-ionized water (2.1 L) to t...